Dataset: the Open Reaction Database (ORD), a public repository of structured organic reaction records. Task: describe an organic reaction: reactants, conditions, products, and yield Product: C1(=CC=CC=C1)C=1C(=CN(C1)CC1=CC2=CC=C(C=C2C=C1)OCC=1C=NC=CC1)CCC(=O)O (3-[4-phenyl-1-[6-(3-pyridylmethoxy)-2-naphthylmethyl]-3-pyrrolyl]propionic acid). Run at time 8 hour. As a reaction SMILES: [C:1]1([C:7]2[C:8]([CH2:31][CH2:32][C:33]([O:35]CC)=[O:34])=[CH:9][N:10]([CH2:12][C:13]3[CH:22]=[CH:21][C:20]4[C:15](=[CH:16][CH:17]=[C:18]([O:23][CH2:24][C:25]5[CH:26]=[N:27][CH:28]=[CH:29][CH:30]=5)[CH:19]=4)[CH:14]=3)[CH:11]=2)[CH:6]=[CH:5][CH:4]=[CH:3][CH:2]=1.[OH-].[Na+].O1CCCC1.Cl>C(O)C>[C:1]1([C:7]2[C:8]([CH2:31][CH2:32][C:33]([OH:35])=[O:34])=[CH:9][N:10]([CH2:12][C:13]3[CH:22]=[CH:21][C:20]4[C:15](=[CH:16][CH:17]=[C:18]([O:23][CH2:24][C:25]5[CH:26]=[N:27][CH:28]=[CH:29][CH:30]=5)[CH:19]=4)[CH:14]=3)[CH:11]=2)[CH:2]=[CH:3][CH:4]=[CH:5][CH:6]=1 |f:1.2|. Yield: 84.5%. The solvent is C(C)O (ethanol). Reactants: Cl (hydrochloric acid), C1(=CC=CC=C1)C=1C(=CN(C1)CC1=CC2=CC=C(C=C2C=C1)OCC=1C=NC=CC1)CCC(=O)OCC (ethyl 3-[4-phenyl-1-[6-(3-pyridylmethoxy)-2-naphthylmethyl]-3-pyrrolyl]propionate), [OH-].[Na+] (sodium hydroxide), O1CCCC1 (tetrahydrofuran). Procedure details: A mixture of ethyl 3-[4-phenyl-1-[6-(3-pyridylmethoxy)-2-naphthylmethyl]-3-pyrrolyl]propionate (638 mg), 1N aqueous sodium hydroxide solution (2.5 ml), tetrahydrofuran (5 ml) and ethanol (5 ml) was stirred at room temperature overnight, and 1N hydrochloric acid (2.5 ml) was added to the mixture, which was extracted with ethyl acetate. The ethyl acetate layer was washed with saturated aqueous sodium chloride solution, dried (MgSO4), then concentrated. The colorless crystals obtained were collecte... Reactants: solution, C(C(C)C)[Al]CC(C)C (diisobutylaluminum), C(C)OC(C=C(C=CC=C(C=CC1=C(C(=C(C=C1C)OC)C)C)C)C)=O (9-(4-methoxy-2,3,6-trimethylphenyl)-3,7-dimethyl-2,4,6,8-nonatetraenoic acid ethyl ester), C(C(C)C)[Al]CC(C)C (DIBAL), [OH-].[Al+3].[OH-].[OH-] (aluminum hydroxide), saturated solution, S(=O)(=O)([O-])[O-].[Na+].[Na+] (sodium sulfate). Run in C1(=CC=CC=C1)C (toluene), CO (methanol), C1(=CC=CC=C1)C (toluene). Product: COC1=C(C(=C(C(=C1)C)C=CC(=CC=CC(=CCO)C)C)C)C (9-(4-Methoxy-2,3,6-Trimethylphenyl)-3,7-Dimethyl-2,4,6,8-Nonatetraen-1-ol). As a reaction SMILES: C([O:3][C:4](=O)[CH:5]=[C:6]([CH3:25])[CH:7]=[CH:8][CH:9]=[C:10]([CH3:24])[CH:11]=[CH:12][C:13]1[C:18]([CH3:19])=[CH:17][C:16]([O:20][CH3:21])=[C:15]([CH3:22])[C:14]=1[CH3:23])C.C([Al]CC(C)C)C(C)C.S([O-])([O-])(=O)=O.[Na+].[Na+].[OH-].[Al+3].[OH-].[OH-]>CO.C1(C)C=CC=CC=1>[CH3:21][O:20][C:16]1[CH:17]=[C:18]([CH3:19])[C:13]([CH:12]=[CH:11][C:10]([CH3:24])=[CH:9][CH:8]=[CH:7][C:6]([CH3:25])=[CH:5][CH2:4][OH:3])=[C:14]([CH3:23])[C:15]=1[CH3:22] |f:2.3.4,5.6.7.8,^1:27|. Procedure details: In a 5-liter, round bottom flask provided with a stirrer, low temperature thermometer, an inlet for dry nitrogen, a gas outlet, and a dropping funnel connected to a mineral oil bubbler, were placed 150 g (0.436 moles) of 9-(4-methoxy-2,3,6-trimethylphenyl)-3,7-dimethyl-2,4,6,8-nonatetraenoic acid ethyl ester and 800 ml of toluene. The contents were stirred until the solids had dissolved, then by means of a dry ice bath, the internal temperature was lowered to -60° C., at which temperature 780 ml... Reaction conditions: time 2 day. Yields the product ClC=1C=NC(=NC1)OCCOC1=NN(C(=C1C1=CC(=C(C=C1)O)O)NS(=O)(=O)C1=NC=C(C=C1)C(CO)C)C (N-[3-{2-[(5-chloro-2-pyrimidinyl)oxy]ethoxy}-4-(3,4-dihydroxyphenyl)-1-methyl-1H-pyrazol-5-yl]-5-(2-hydroxy-1-methylethyl)-2-pyridinesulfonamide). Starting materials: twenty, O1COC2=C1C=CC(=C2)C=2C(=NN(C2NS(=O)(=O)C2=NC=C(C=C2)C(C)C)C)OCCOC2=NC=C(C=N2)Cl (N-(4-(1,3-benzodioxol-5-yl)-3-{2-[(5-chloro-2-pyrimidinyl)oxy]ethoxy}-1-methyl-1H-pyrazol-5-yl)-5-isopropyl-2-pyridinesulfonamide), CO (methanol). Reported procedure: Streptomyces rimosus subsp. rimosus ATCC10970 maintained on a ¼ strength ATCC172 agar slope was inoculated as a loopful of spores into a 300 ml Erlenmeyer flask containing 50 ml of AS7-H inoculum medium. This was allowed to incubate for 2 days at 28° C., 200 rpm on an Infors Multitron Shaker™ with 1″ throw. 2 mls of this inoculum medium was then transferred to each of twenty 300 ml Erlenmeyer flask containing 50 ml of AP-5H production medium and incubated under the same conditions for a further ... Reaction SMILES: [O:1]1[C:5]2[CH:6]=[CH:7][C:8]([C:10]3[C:11]([O:29][CH2:30][CH2:31][O:32][C:33]4[N:38]=[CH:37][C:36]([Cl:39])=[CH:35][N:34]=4)=[N:12][N:13]([CH3:28])[C:14]=3[NH:15][S:16]([C:19]3[CH:24]=[CH:23][C:22]([CH:25]([CH3:27])[CH3:26])=[CH:21][N:20]=3)(=[O:18])=[O:17])=[CH:9][C:4]=2[O:3]C1.C[OH:41]>>[Cl:39][C:36]1[CH:35]=[N:34][C:33]([O:32][CH2:31][CH2:30][O:29][C:11]2[C:10]([C:8]3[CH:7]=[CH:6][C:5]([OH:1])=[C:4]([OH:3])[CH:9]=3)=[C:14]([NH:15][S:16]([C:19]3[CH:24]=[CH:23][C:22]([CH:25]([CH3:27])[CH2:26][OH:41])=[CH:21][N:20]=3)(=[O:17])=[O:18])[N:13]([CH3:28])[N:12]=2)=[N:38][CH:37]=1. Starting materials: C(C)(=O)O[C@H]1C(O[C@@H]([C@H]([C@@H]1OC(C)=O)OC(C)=O)COC(C)=O)N=C=S (2,3,4,6-tetra-O-acetyl-D-glucopyranosyl isothiocyanate), NC=1SC2=C(N1)C=CC=C2 (2-aminobenzothiazole). Solvent: C=1(C(=CC=CC1)C)C (xylene). Conditions: temperature 110 celsius. Yields the product C(C)(=O)O[C@H]1[C@@H](O[C@@H]([C@H]([C@@H]1OC(C)=O)OC(C)=O)COC(C)=O)NC(=S)NC=1SC2=C(N1)C=CC=C2 (1-(2,3,4,6-Tetra-O-acetyl-β-D-glucopyranosyl)-3-(benzothiazol-2-yl)-2-thiourea). Reaction SMILES: [C:1]([O:4][C@@H:5]1[C@@H:10]([O:11][C:12](=[O:14])[CH3:13])[C@H:9]([O:15][C:16](=[O:18])[CH3:17])[C@@H:8]([CH2:19][O:20][C:21](=[O:23])[CH3:22])[O:7][CH:6]1[N:24]=[C:25]=[S:26])(=[O:3])[CH3:2].[NH2:27][C:28]1[S:29][C:30]2[CH:36]=[CH:35][CH:34]=[CH:33][C:31]=2[N:32]=1>C1(C)C(C)=CC=CC=1>[C:1]([O:4][C@@H:5]1[C@@H:10]([O:11][C:12](=[O:14])[CH3:13])[C@H:9]([O:15][C:16](=[O:18])[CH3:17])[C@@H:8]([CH2:19][O:20][C:21](=[O:23])[CH3:22])[O:7][C@H:6]1[NH:24][C:25]([NH:27][C:28]1[S:29][C:30]2[CH:36]=[CH:35][CH:34]=[CH:33][C:31]=2[N:32]=1)=[S:26])(=[O:3])[CH3:2]. Procedure details: To 10 ml of anhydrous xylene were added 390 mg (1 mmol) of 2,3,4,6-tetra-O-acetyl-D-glucopyranosyl isothiocyanate and 150 mg (1 mmol) of 2-aminobenzothiazole (MW 150) and the mixture was heated at 110° C. for 40 minutes and allowed to cool to room temperature. Crystals formed were filtered off and recrystallized from methanol to give colourless needles melting between 179° and 181° C. (uncorrected). Yield: 230 mg (42%). Reactants: O=C([O-])[O-], O=S(=O)(O)CC1CC(CCOCc2ccccc2)C1, [Cs+], [Cs+], Nc1ncnc2[nH]cnc12, CN(C)C=O. The product is Nc1ncnc2c1ncn2C1CC(CCOCc2ccccc2)C1. RXN SMILES: [C:30](=[O:31])([O-:32])[O-:33].[CH2:1]([c:2]1[cH:3][cH:4][cH:5][cH:6][cH:7]1)[O:8][CH2:9][CH2:10][CH:11]1[CH2:12][CH:13]([CH2:15][S:16]([OH:17])(=[O:18])=[O:19])[CH2:14]1.[Cs+:34].[Cs+:35].[NH2:20][c:21]1[n:22][cH:23][n:24][c:25]2[nH:26][cH:27][n:28][c:29]12.[O:36]=[CH:37][N:38]([CH3:39])[CH3:40]>>[CH2:1]([c:2]1[cH:3][cH:4][cH:5][cH:6][cH:7]1)[O:8][CH2:9][CH2:10][CH:11]1[CH2:12][CH:13]([n:26]2[c:25]3[n:24][cH:23][n:22][c:21]([NH2:20])[c:29]3[n:28][cH:27]2)[CH2:14]1.